From a dataset of the Open Reaction Database (ORD), a public repository of structured organic reaction records. describe an organic reaction: reactants, conditions, products, and yield Reactants: CN(C)C=O, O=S(=O)(Cl)c1ccc(OC(F)F)cc1, [H-], Ic1ccc2[nH]ccc2c1, [Na+], O. Product: O=S(=O)(c1ccc(OC(F)F)cc1)n1ccc2cc(I)ccc21. As a reaction SMILES: [CH3:28][N:29]([CH3:30])[CH:31]=[O:32].[F:13][CH:14]([O:15][c:16]1[cH:17][cH:18][c:19]([S:22](=[O:23])(=[O:24])[Cl:25])[cH:20][cH:21]1)[F:26].[H-:11].[I:1][c:2]1[cH:3][c:4]2[cH:5][cH:6][nH:7][c:8]2[cH:9][cH:10]1.[Na+:12].[OH2:27]>>[I:1][c:2]1[cH:3][c:4]2[cH:5][cH:6][n:7]([S:22]([c:19]3[cH:18][cH:17][c:16]([O:15][CH:14]([F:13])[F:26])[cH:21][cH:20]3)(=[O:23])=[O:24])[c:8]2[cH:9][cH:10]1.